This data is from the Open Reaction Database (ORD), a public repository of structured organic reaction records. The task is: describe an organic reaction: reactants, conditions, products, and yield Reactants: Clc1ncnc2c1CN(Cc1ccccc1)CC2, CC#N, CCN(C(C)C)C(C)C, NCc1ccc(C(F)(F)F)nc1. Product: FC(F)(F)c1ccc(CNc2ncnc3c2CN(Cc2ccccc2)CC3)cn1. As a reaction SMILES: [CH2:1]([c:2]1[cH:3][cH:4][cH:5][cH:6][cH:7]1)[N:8]1[CH2:9][c:10]2[c:11]([n:12][cH:13][n:14][c:15]2[Cl:16])[CH2:17][CH2:18]1.[CH3:40][C:41]#[N:42].[CH:31]([N:32]([CH2:33][CH3:34])[CH:35]([CH3:36])[CH3:37])([CH3:38])[CH3:39].[F:19][C:20]([c:21]1[cH:22][cH:23][c:24]([CH2:27][NH2:28])[cH:25][n:26]1)([F:29])[F:30]>>[CH2:1]([c:2]1[cH:3][cH:4][cH:5][cH:6][cH:7]1)[N:8]1[CH2:9][c:10]2[c:11]([n:12][cH:13][n:14][c:15]2[NH:28][CH2:27][c:24]2[cH:23][cH:22][c:21]([C:20]([F:19])([F:29])[F:30])[n:26][cH:25]2)[CH2:17][CH2:18]1. Reactants: C, Cc1ccccc1, N#CC1CCC(C=Cc2ccc(-c3ccc(F)c(F)c3)nc2)CC1, [Pd]. Product: N#CC1CCC(CCc2ccc(-c3ccc(F)c(F)c3)nc2)CC1. RXN SMILES: [C:32].[CH3:25][c:26]1[cH:27][cH:28][cH:29][cH:30][cH:31]1.[F:1][c:2]1[cH:3][c:4](-[c:9]2[n:10][cH:11][c:12]([CH:15]=[CH:16][CH:17]3[CH2:18][CH2:19][CH:20]([C:23]#[N:24])[CH2:21][CH2:22]3)[cH:13][cH:14]2)[cH:5][cH:6][c:7]1[F:8].[Pd:33]>>[F:1][c:2]1[cH:3][c:4](-[c:9]2[n:10][cH:11][c:12]([CH2:15][CH2:16][CH:17]3[CH2:18][CH2:19][CH:20]([C:23]#[N:24])[CH2:21][CH2:22]3)[cH:13][cH:14]2)[cH:5][cH:6][c:7]1[F:8]. Reactants: ClC1=C(N)C=CC=C1 (2-chloroaniline), C(\C=C\C)=O (crotonaldehyde). Product: ClC=1C=CC=C2C=CC(=NC12)C (8-chloro-2-methylquinoline). Isolated yield 57.0%. As a reaction SMILES: [Cl:1][C:2]1[CH:8]=[CH:7][CH:6]=[CH:5][C:3]=1[NH2:4].[CH:9](=O)/[CH:10]=[CH:11]/[CH3:12]>>[Cl:1][C:2]1[CH:8]=[CH:7][CH:6]=[C:5]2[C:3]=1[N:4]=[C:11]([CH3:12])[CH:10]=[CH:9]2. Procedure details: The procedure described in Example 1 was followed, except that 130 g/hour of 2-chloroaniline and 84 g/hour of crotonaldehyde were employed. Distillation from the oil bed under 5 mbar until the bottom temperature reached 250° C., and crystallization of the distillate with xylene, gave 101 g (57% of theory) of 8-chloro-2-methylquinoline of melting point 64° C. The reactants are CC(=O)Oc1ccc2c(c1)C(=O)c1ccc(C#N)cc1CO2, CO. The product is N#Cc1ccc2c(c1)COc1ccc(O)cc1C2=O. As a reaction SMILES: [C:1](=[O:2])([CH3:3])[O:4][c:5]1[cH:6][c:7]2[c:8]([cH:21][cH:22]1)[O:9][CH2:10][c:11]1[c:12]([cH:15][cH:16][c:17]([C:19]#[N:20])[cH:18]1)[C:13]2=[O:14].[CH3:23][OH:24]>>[OH:4][c:5]1[cH:6][c:7]2[c:8]([cH:21][cH:22]1)[O:9][CH2:10][c:11]1[c:12]([cH:15][cH:16][c:17]([C:19]#[N:20])[cH:18]1)[C:13]2=[O:14]. Reactants: CCOC(OCC)c1c(F)cc(Br)cc1F, COC(C)(C)C, [Li]CCCC, CC(C)=O. RXN SMILES: [Br:1][c:2]1[cH:3][c:4]([F:16])[c:5]([CH:9]([O:10][CH2:11][CH3:12])[O:13][CH2:14][CH3:15])[c:6]([F:8])[cH:7]1.[C:26]([O:27][CH3:28])([CH3:29])([CH3:30])[CH3:31].[CH3:17][CH2:18][CH2:19][CH2:20][Li:21].[CH3:22][C:23]([CH3:24])=[O:25]>>[c:2]1([C:23]([CH3:22])([CH3:24])[OH:25])[cH:3][c:4]([F:16])[c:5]([CH:9]([O:10][CH2:11][CH3:12])[O:13][CH2:14][CH3:15])[c:6]([F:8])[cH:7]1. Product: CCOC(OCC)c1c(F)cc(C(C)(C)O)cc1F. The reactants are NC=1NC(C(=C(N1)C(C#N)CC1=CSC=C1)[N+](=O)[O-])=O (2-Amino-1,6-dihydro-5-nitro-6-oxo-α-(3-thienylmethyl)-4-pyrimidineacetonitrile), S(=O)([O-])S(=O)[O-].[Na+].[Na+] (sodium dithionite), Cl (HCl), S1C=C(C=C1)CC1=CNC2=C1NCNC2=O (dihydro-7-(3-thienylmethyl)-4H-pyrrolo-[3,2-d]pyrimidin-4-one), [OH-].[NH4+] (ammonium hydroxide). Solvent: [OH-].[Na+] (NaOH). Conditions: temperature 90 celsius. The product is NC=1NC(C2=C(N1)C(=C(N2)N)CC2=CSC=C2)=O (2,6-Diamino-3,5-dihydro-7-(3-thienylmethyl)-4H-pyrrolo [3,2-d]pyrimidin4-one), Cl (monohydro-chloride). Reaction SMILES: S1C=CC(CC2C3NCNC(=O)C=3NC=2)=C1.[NH2:17][C:18]1[NH:19][C:20](=[O:36])[C:21]([N+:33]([O-])=O)=[C:22]([CH:24]([CH2:27][C:28]2[CH:32]=[CH:31][S:30][CH:29]=2)[C:25]#[N:26])[N:23]=1.S(S([O-])=O)([O-])=O.[Na+].[Na+].[ClH:45].[OH-].[NH4+]>[OH-].[Na+]>[NH2:17][C:18]1[NH:19][C:20](=[O:36])[C:21]2[NH:33][C:25]([NH2:26])=[C:24]([CH2:27][C:28]3[CH:32]=[CH:31][S:30][CH:29]=3)[C:22]=2[N:23]=1.[ClH:45] |f:2.3.4,6.7,8.9|. Procedure: 2,6-Diamino-3,5™dihydro-7-(3-thienylmethyl)-4H-pyrrolo-[3,2-d]pyrimidin-4-one. To a solution of 2-Amino-1,6-dihydro-5-nitro-6-oxo-α-(3-thienylmethyl)-4-pyrimidineacetonitrile prepared above (5.0 g) in 1N NaOH (300 mL) is added sodium dithionite (20 g). The reaction mixture is heated for 30 min at 90° C. and then is acidified (pH 1) with conc HCl while still hot. The reaction mixture is cooled and neutralized with ammonium hydroxide. The resulting precipitate is collected by filtration, washed wi... Starting materials: CC1(C=2C=CC(=CC2C(CC1)(C)C)/C(=C/C1=CC=C(OCCSC)C=C1)/C)C (methyl 2-[p-[(E)-2-(5,6,7,8-tetrahydro-5,5,8,8-tetramethyl-2-naphthyl)-propenyl]phenoxy]ethyl sulphide), ClC1=CC(=CC=C1)C(=O)OO (m-chloroperbenzoic acid). Solvent: C(Cl)(Cl)Cl (chloroform), C(Cl)(Cl)Cl (chloroform). Run at time 20 hour. Yields the product CC1(C=2C=CC(=CC2C(CC1)(C)C)/C(=C/C1=CC=C(OCCS(=O)C)C=C1)/C)C (methyl 2-[p-[(E)-2-(5,6,7,8-tetrahydro-5,5,8,8-tetramethyl-2-naphthyl)-propenyl]phenoxy]ethyl sulphoxide). The yield is 77.8%. As a reaction SMILES: [CH3:1][C:2]1([CH3:28])[CH2:11][CH2:10][C:9]([CH3:13])([CH3:12])[C:8]2[CH:7]=[C:6](/[C:14](/[CH3:27])=[CH:15]/[C:16]3[CH:26]=[CH:25][C:19]([O:20][CH2:21][CH2:22][S:23][CH3:24])=[CH:18][CH:17]=3)[CH:5]=[CH:4][C:3]1=2.ClC1C=CC=C(C(OO)=[O:37])C=1>C(Cl)(Cl)Cl>[CH3:1][C:2]1([CH3:28])[CH2:11][CH2:10][C:9]([CH3:12])([CH3:13])[C:8]2[CH:7]=[C:6](/[C:14](/[CH3:27])=[CH:15]/[C:16]3[CH:26]=[CH:25][C:19]([O:20][CH2:21][CH2:22][S:23]([CH3:24])=[O:37])=[CH:18][CH:17]=3)[CH:5]=[CH:4][C:3]1=2. Procedure: 2.1 g of the compound obtained in Example 5 are dissolved in 50 ml of chloroform and treated slowly at 0° with a solution of 1.2 g of m-chloroperbenzoic acid (90%) in 10 ml of chloroform. After stirring at 0° for 20 hours the mixture is washed with dilute soda solution and water, dried and evaporated. The thus-obtained yellow oil is filtered over a small silica gel column (eluting agent hexane/ethyl acetate =1:2) and recrystallized from ethyl acetate. There are obtained 1.7 g of methyl 2-[p-[(E)...